This data is from the Open Reaction Database (ORD), a public repository of structured organic reaction records. The task is: describe an organic reaction: reactants, conditions, products, and yield Reactants: O (water), [H-].[Na+] (sodium hydride), Cl.ClC1=CC=CC=2N1C=CN2 (5-chloroimidazo[1,2-a]pyridine hydrochloride), OCCCCO[Si](C)(C)C(C)(C)C (4-hydroxy-1-t-butyldimethylsiloxybutane). Run in CS(=O)C (dimethyl sulfoxide). Conditions: time 15 minute. Yields the product OCCCCOC1=CC=CC=2N1C=CN2 (5-(4-hydroxybutyloxy)imidazo[1,2-a]pyridine). As a reaction SMILES: [H-].[Na+].Cl.Cl[C:5]1[N:10]2[CH:11]=[CH:12][N:13]=[C:9]2[CH:8]=[CH:7][CH:6]=1.[OH:14][CH2:15][CH2:16][CH2:17][CH2:18][O:19][Si](C(C)(C)C)(C)C.O>CS(C)=O>[OH:14][CH2:15][CH2:16][CH2:17][CH2:18][O:19][C:5]1[N:10]2[CH:11]=[CH:12][N:13]=[C:9]2[CH:8]=[CH:7][CH:6]=1 |f:0.1,2.3|. Procedure: In a nitrogen stream, 8.0 g (200 mmol) of 60% oily sodium hydride was added to a solution of 18.90 g (100 mmol) of 5-chloroimidazo[1,2-a]pyridine hydrochloride in 200 ml of dimethyl sulfoxide at 0° C., followed by stirring for 15 minutes. To this mixture, 20.44 g (100 mmol) of 4-hydroxy-1-t-butyldimethylsiloxybutane was added, followed by stirring room temperature for 5 hours. The reaction mixture was poured into water and extracted with ethyl acetate. The organic layer was washed with water and... Starting materials: C1CCOC1, C[Si](C)(C)[N-][Si](C)(C)C, CCOC(=O)C#C[Si](C)(C)C, Fc1cccc(F)c1Cc1ccc(Cl)nn1, [Li+]. Yields the product C[Si](C)(C)C#CC(=O)C(c1ccc(Cl)nn1)c1c(F)cccc1F. RXN SMILES: [CH2:38]1[O:39][CH2:40][CH2:41][CH2:42]1.[CH3:18][Si:19]([N-:20][Si:21]([CH3:22])([CH3:23])[CH3:24])([CH3:25])[CH3:26].[CH3:27][Si:28]([C:29]#[C:30][C:31](=[O:32])[O:33][CH2:34][CH3:35])([CH3:36])[CH3:37].[Cl:1][c:2]1[n:3][n:4][c:5]([CH2:8][c:9]2[c:10]([F:16])[cH:11][cH:12][cH:13][c:14]2[F:15])[cH:6][cH:7]1.[Li+:17]>>[Cl:1][c:2]1[n:3][n:4][c:5]([CH:8]([c:9]2[c:10]([F:16])[cH:11][cH:12][cH:13][c:14]2[F:15])[C:31]([C:30]#[C:29][Si:28]([CH3:27])([CH3:36])[CH3:37])=[O:32])[cH:6][cH:7]1. The reactants are COCCI (2-methoxyethyl iodide), N1=CC=C(C=C1)C1=C(C(=CC2=CC(=C(C=C12)OCC)OCC)CO)CO (1-(4-pyridyl)-2,3-bis(hydroxy-methyl)-6,7-diethoxynaphthalene), C(C)(=O)OCC (ethyl acetate). The solvent is CN(C=O)C (dimethylformamide). Run at temperature 80 celsius, time 8 hour. Yields the product [I-].OCC1=C(C2=CC(=C(C=C2C=C1CO)OCC)OCC)C1=CC=[N+](C=C1)CCOC (4-[2,3-bis(hydroxymethyl)-6,7-diethoxy-1naphthyl]-N-(2-methoxyethyl)pyridinium iodide). Isolated yield 79.6%. RXN SMILES: [N:1]1[CH:6]=[CH:5][C:4]([C:7]2[C:16]3[C:11](=[CH:12][C:13]([O:20][CH2:21][CH3:22])=[C:14]([O:17][CH2:18][CH3:19])[CH:15]=3)[CH:10]=[C:9]([CH2:23][OH:24])[C:8]=2[CH2:25][OH:26])=[CH:3][CH:2]=1.[CH3:27][O:28][CH2:29][CH2:30][I:31].C(OCC)(=O)C>CN(C)C=O>[I-:31].[OH:26][CH2:25][C:8]1[C:9]([CH2:23][OH:24])=[CH:10][C:11]2[C:16](=[CH:15][C:14]([O:17][CH2:18][CH3:19])=[C:13]([O:20][CH2:21][CH3:22])[CH:12]=2)[C:7]=1[C:4]1[CH:5]=[CH:6][N+:1]([CH2:30][CH2:29][O:28][CH3:27])=[CH:2][CH:3]=1 |f:4.5|. Reported procedure: To a suspension of 1-(4-pyridyl)-2,3-bis(hydroxy-methyl)-6,7-diethoxynaphthalene (7.0 g) in dry dimethylformamide (14 ml) is added 2-methoxyethyl iodide (7.35 g), and the mixture is stirred at 80° C. overnight. The mixture is allowed to cool, and thereto added ethyl acetate. The precipitated crystal is collected by filtration to give 4-[2,3-bis(hydroxymethyl)-6,7-diethoxy-1naphthyl]-N-(2-methoxyethyl)pyridinium iodide (8.50 g). Reactants: [Al+3], [H-], [H-], [H-], [H-], [Li+], NCCC1CCc2ccc3c(c21)NC(=O)CO3, [Na+], C1CCOC1, [OH-], O. The product is NCCC1CCc2ccc3c(c21)NCCO3. Reaction SMILES: [Al+3:19].[H-:18].[H-:21].[H-:22].[H-:23].[Li+:20].[NH2:1][CH2:2][CH2:3][CH:4]1[CH2:5][CH2:6][c:7]2[cH:8][cH:9][c:10]3[c:15]([c:16]21)[NH:14][C:13](=[O:17])[CH2:12][O:11]3.[Na+:26].[O:27]1[CH2:28][CH2:29][CH2:30][CH2:31]1.[OH-:25].[OH2:24]>>[NH2:1][CH2:2][CH2:3][CH:4]1[CH2:5][CH2:6][c:7]2[cH:8][cH:9][c:10]3[c:15]([c:16]21)[NH:14][CH2:13][CH2:12][O:11]3. Reactants: Cl (hydrochloric acid), ice, O=C(CC(=O)OC)CCCCCCCCC (methyl 3-oxododecanoate), [BH4-].[Na+] (sodium borohydride). Solvent: CO (methanol). Conditions: time 20 minute. The product is OC(CC(=O)O)CCCCCCCCC (3-hydroxydodecanoic acid). As a reaction SMILES: [O:1]=[C:2]([CH2:8][CH2:9][CH2:10][CH2:11][CH2:12][CH2:13][CH2:14][CH2:15][CH3:16])[CH2:3][C:4]([O:6]C)=[O:5].[BH4-].[Na+].Cl>CO>[OH:1][CH:2]([CH2:8][CH2:9][CH2:10][CH2:11][CH2:12][CH2:13][CH2:14][CH2:15][CH3:16])[CH2:3][C:4]([OH:6])=[O:5] |f:1.2|. Procedure: To an ice-cooled solution of methyl 3-oxododecanoate in methanol was added sodium borohydride (83 mg). After stirring for 20 minutes, 1N-hydrochloric acid (2.2 ml) was added. After concentration, the residue was dissolved in ethyl acetate (30 ml) and 0.1 N-hydrochloric acid (20 ml). The organic phase was washed with water (20 ml), saturated aqueous sodium bicarbonate (20 ml), and brine (20 ml), dried, and concentrated. The residue was dissolved in methanol (3 ml), and to this solution was added ...